From a dataset of the Open Reaction Database (ORD), a public repository of structured organic reaction records. describe an organic reaction: reactants, conditions, products, and yield Starting materials: Br, CC(C)(C)c1nnc(N)s1, CC(=O)O, O=N[O-], [Na+], O. The product is CC(C)(C)c1nnc(Br)s1. Reaction SMILES: [BrH:11].[C:1]([CH3:2])([CH3:3])([CH3:4])[c:5]1[n:6][n:7][c:8]([NH2:10])[s:9]1.[CH3:16][C:17](=[O:18])[OH:19].[N:12]([O-:13])=[O:14].[Na+:15].[OH2:20]>>[C:1]([CH3:2])([CH3:3])([CH3:4])[c:5]1[n:6][n:7][c:8]([Br:11])[s:9]1. Procedure details: 4 M HCl in 1,4-dioxane (6 mL, 24 mmol) was added to a solution of methyl 2-(4-(tert-butoxycarbonyl)-2-((pyridin-3-yloxy)methyl)piperazin-1-yl)thiazole-4-carboxylate (32 mg, 0.074 mmol) in MeOH (1 mL). After stirring overnight, the reaction mixture was concentrated under reduced pressure. The material was dissolved in H2O (20 mL), and the pH was adjusted to ˜2 with concentrated HCl. This was washed with Et2O (3×5 mL, discarded). The aqueous layer was adjusted to pH ˜12 with 1 N NaOH and was extra... The solvent is CO (MeOH). The product is Cl.Cl.N1=CC(=CC=C1)OCC1N(CCNC1)C=1SC=C(N1)C(=O)OC (methyl 2-(2-((pyridin-3-yloxy)methyl)piperazin-1-yl)thiazole-4-carboxylate dihydrochloride). The reactants are Cl (HCl), O1CCOCC1 (1,4-dioxane), C(C)(C)(C)OC(=O)N1CC(N(CC1)C=1SC=C(N1)C(=O)OC)COC=1C=NC=CC1 (methyl 2-(4-(tert-butoxycarbonyl)-2-((pyridin-3-yloxy)methyl)piperazin-1-yl)thiazole-4-carboxylate). The yield is 17.0%. As a reaction SMILES: [ClH:1].O1CCOCC1.C(OC([N:15]1[CH2:20][CH2:19][N:18]([C:21]2[S:22][CH:23]=[C:24]([C:26]([O:28][CH3:29])=[O:27])[N:25]=2)[CH:17]([CH2:30][O:31][C:32]2[CH:33]=[N:34][CH:35]=[CH:36][CH:37]=2)[CH2:16]1)=O)(C)(C)C>CO>[ClH:1].[ClH:1].[N:34]1[CH:35]=[CH:36][CH:37]=[C:32]([O:31][CH2:30][CH:17]2[CH2:16][NH:15][CH2:20][CH2:19][N:18]2[C:21]2[S:22][CH:23]=[C:24]([C:26]([O:28][CH3:29])=[O:27])[N:25]=2)[CH:33]=1 |f:4.5.6|. Conditions: time 8 hour. Reactants: ClC=1C(=C(C=C2C(=CC(OC12)(C)C)C(C)C)C(=C(CO)F)C)OC(C)C (3-(8-chloro-7-isopropoxy-4-isopropyl-2,2-dimethyl-2H-chromen-6-yl)-2-fluoro-but-2-en-1-ol), C[N+]1(CCOCC1)[O-] (4-methylmorpholine N-oxide), ClC=1C(=C(C=C2C(=CC(OC12)(C)C)C(C)C)/C(=C(\CO)/F)/C)OC(C)C ((2E)-3-(8-Chloro-7-isopropoxy-4-isopropyl-2,2-dimethyl-2H-chromen-6-yl)-2-fluoro-but-2-en-1-ol), C(CC)[N+](CCC)(CCC)CCC (tetrapropylammonium). The product is ClC=1C(=C(C=C2C(=CC(OC12)(C)C)C(C)C)/C(=C(\C=O)/F)/C)OC(C)C ((2E)-3-(8-Chloro-7-isopropoxy-4-isopropyl-2,2-dimethyl-2H-chromen-6-yl)-2-fluoro-but-2-enal). As a reaction SMILES: [Cl:1][C:2]1[C:3]([O:23][CH:24]([CH3:26])[CH3:25])=[C:4]([C:17]([CH3:22])=[C:18]([F:21])[CH2:19][OH:20])[CH:5]=[C:6]2[C:11]=1[O:10][C:9]([CH3:13])([CH3:12])[CH:8]=[C:7]2[CH:14]([CH3:16])[CH3:15].ClC1C(OC(C)C)=C(/C(/C)=C(/F)\CO)C=C2C=1OC(C)(C)C=C2C(C)C.C([N+](CCC)(CCC)CCC)CC.C[N+]1([O-])CCOCC1>>[Cl:1][C:2]1[C:3]([O:23][CH:24]([CH3:26])[CH3:25])=[C:4](/[C:17](/[CH3:22])=[C:18](/[F:21])\[CH:19]=[O:20])[CH:5]=[C:6]2[C:11]=1[O:10][C:9]([CH3:12])([CH3:13])[CH:8]=[C:7]2[CH:14]([CH3:16])[CH3:15]. Procedure details: Following General Procedure M, 3-(8-chloro-7-isopropoxy-4-isopropyl-2,2-dimethyl-2H-chromen-6-yl)-2-fluoro-but-2-en-1-ol (Compound 156,0.74 g, 1.9 mmol), tetrapropylammonium perrunthenate (TPAP, 0.034 g, 0.101 mmol), and 4-methylmorpholine N-oxide (NMO, 0.34 g, 2.9 mmol) were reacted to give the title compound as a pale yellow solid after purification by flash chromatography (silica gel column, 20% ethyl acetate in hexanes). The reactants are O=C([O-])[O-], CO, COC1CC(P(=O)(OC(C)C)OC(C)C)OC1COC(=O)c1ccccc1, [K+], [K+]. Product: COC1CC(P(=O)(OC(C)C)OC(C)C)OC1CO. RXN SMILES: [C:28](=[O:29])([O-:30])[O-:31].[CH3:34][OH:35].[CH:1]([CH3:2])([CH3:3])[O:4][P:5](=[O:6])([O:7][CH:8]([CH3:9])[CH3:10])[CH:11]1[CH2:12][CH:13]([O:26][CH3:27])[CH:14]([CH2:16][O:17][C:18](=[O:19])[c:20]2[cH:21][cH:22][cH:23][cH:24][cH:25]2)[O:15]1.[K+:32].[K+:33]>>[CH:1]([CH3:2])([CH3:3])[O:4][P:5](=[O:6])([O:7][CH:8]([CH3:9])[CH3:10])[CH:11]1[CH2:12][CH:13]([O:26][CH3:27])[CH:14]([CH2:16][OH:17])[O:15]1. The reactants are P(=O)([O-])([O-])[O-].[NH4+].[NH4+].[NH4+] (ammonium phosphate), [Cl-].[Na+] (sodium chloride). The solvent is O (water). Product: P(=O)([O-])([O-])O.[NH4+].[Na+] (Sodium ammonium phosphate), [Cl-].[NH4+] (ammonium chloride), P(=O)([O-])([O-])O.[NH4+].[NH4+] (diammonium phosphate). As a reaction SMILES: [P:1]([O-:5])([O-:4])([O-:3])=[O:2].[NH4+:6].[NH4+].[NH4+].[Cl-:9].[Na+:10]>O>[P:1]([OH:5])([O-:4])([O-:3])=[O:2].[NH4+:6].[Na+:10].[Cl-:9].[NH4+:6].[P:1]([OH:5])([O-:4])([O-:3])=[O:2].[NH4+:6].[NH4+:6] |f:0.1.2.3,4.5,7.8.9,10.11,12.13.14|. Procedure: Sodium ammonium phosphate and ammonium chloride are prepared from an ammonium phosphate (e.g., diammonium phosphate) and sodium chloride in water. The crystallization of sodium ammonium phosphate may take place between -10° C. to 40° C. Using the present invention, technical grade sodium ammonium phosphate and ammonium chloride can be produced from fertilizer grade diammonium phosphate. The reactants are O=C(O)c1cnccn1, COc1ccc(N)cc1C. The reagents and catalysts are CCN=C=NCCCN(C)C.Cl (EDC-HCl), CCN(CC)CC (TEA), C1(=C(C(=C(C(=C1F)F)F)F)F)O (Pentafluorophenol). Solvent: CN(C)C=O (DMF), CN(C)C=O (DMF), CN(C)C=O (DMF), CN(C)C=O (DMF), CN(C)C=O (DMF), CN(C)C=O (DMF). Run at temperature 25 celsius, time 2 hour. Yields the product COc1ccc(NC(=O)c2cnccn2)cc1C. Yield: 34.0%. Reaction SMILES: COc1ccc(N)cc1C.O=C(O)c1cnccn1.CCN=C=NCCCN(C)C.Cl.C1(=C(C(=C(C(=C1F)F)F)F)F)O.CCN(CC)CC.CN(C)C=O>>COc1ccc(NC(=O)c2cnccn2)cc1C. The reactants are COC(C1=CC=C(C=C1)C1=NC(=NC=C1Cl)NC1CC1)=O (4-(5-Chloro-2-cyclopropylaminopyrimidin-4-yl)-benzoic acid methyl ester), O.[OH-].[Li+] (lithium hydroxide monohydrate). Solvent: C1CCOC1 (THF), Cl (HCl), O (water). Run at temperature 50 celsius. Product: ClC=1C(=NC(=NC1)NC1CC1)C1=CC=C(C(=O)O)C=C1 (4-(5-chloro-2-cyclopropylaminopyrimidin-4-yl)-benzoic acid). The yield is 90.0%. As a reaction SMILES: C[O:2][C:3](=[O:21])[C:4]1[CH:9]=[CH:8][C:7]([C:10]2[C:15]([Cl:16])=[CH:14][N:13]=[C:12]([NH:17][CH:18]3[CH2:20][CH2:19]3)[N:11]=2)=[CH:6][CH:5]=1.O.[OH-].[Li+]>C1COCC1.O.Cl>[Cl:16][C:15]1[C:10]([C:7]2[CH:8]=[CH:9][C:4]([C:3]([OH:21])=[O:2])=[CH:5][CH:6]=2)=[N:11][C:12]([NH:17][CH:18]2[CH2:20][CH2:19]2)=[N:13][CH:14]=1 |f:1.2.3|. Procedure details: 4-(5-Chloro-2-cyclopropylaminopyrimidin-4-yl)-benzoic acid methyl ester (90 mg, 0.30 mmol) was dissolved in THF and 50 mg (1.2 mmol) of lithium hydroxide monohydrate dissolved in water was added. The reaction mixture was heated to 50° C. for 5 hours, cooled to room temperature, diluted with 1N HCl and extracted with ethyl acetate. The organic layer was dried over sodium sulfate and concentrated to afford 4-(5-chloro-2-cyclopropylaminopyrimidin-4-yl)-benzoic acid as a yellow solid, 78 mg, 0.27 mm... As a reaction SMILES: [CH:45]([Cl:46])([Cl:47])[Cl:48].[F:38][C:39]([F:40])([F:41])[C:42]([OH:43])=[O:44].[nH:1]1[c:2]([C:10](=[O:11])[c:12]2[cH:13][cH:14][c:15]([O:16][c:17]3[c:18]([CH:23]4[CH2:24][CH2:25][N:26]([C:29]([O:30][C:31]([CH3:32])([CH3:33])[CH3:34])=[O:35])[CH2:27][CH2:28]4)[n:19][cH:20][cH:21][n:22]3)[cH:36][cH:37]2)[n:3][c:4]2[c:5]1[cH:6][cH:7][cH:8][cH:9]2>>[nH:1]1[c:2]([C:10](=[O:11])[c:12]2[cH:13][cH:14][c:15]([O:16][c:17]3[c:18]([CH:23]4[CH2:24][CH2:25][NH:26][CH2:27][CH2:28]4)[n:19][cH:20][cH:21][n:22]3)[cH:36][cH:37]2)[n:3][c:4]2[c:5]1[cH:6][cH:7][cH:8][cH:9]2. The reactants are ClC(Cl)Cl, O=C(O)C(F)(F)F, CC(C)(C)OC(=O)N1CCC(c2nccnc2Oc2ccc(C(=O)c3nc4ccccc4[nH]3)cc2)CC1. The product is O=C(c1ccc(Oc2nccnc2C2CCNCC2)cc1)c1nc2ccccc2[nH]1. Reactants: C=CCOC(=O)NCC(=O)O, C(=NC1CCCCC1)=NC1CCCCC1, ClCCl, NCc1csc2cncn12, CN(C)C=O, On1nnc2ccccc21. Product: C=CCOC(=O)NCC(=O)NCc1csc2cncn12. As a reaction SMILES: [CH2:1]([CH:2]=[CH2:3])[O:4][C:5](=[O:6])[NH:7][CH2:8][C:9](=[O:10])[OH:11].[CH2:22]1[CH2:23][CH2:24][CH:25]([N:26]=[C:27]=[N:28][CH:29]2[CH2:30][CH2:31][CH2:32][CH2:33][CH2:34]2)[CH2:35][CH2:36]1.[Cl:52][CH2:53][Cl:54].[NH2:37][CH2:38][c:39]1[n:40]2[c:41]([s:42][cH:43]1)[cH:44][n:45][cH:46]2.[O:47]=[CH:48][N:49]([CH3:50])[CH3:51].[OH:12][n:13]1[c:14]2[cH:15][cH:16][cH:17][cH:18][c:19]2[n:20][n:21]1>>[CH2:1]([CH:2]=[CH2:3])[O:4][C:5](=[O:6])[NH:7][CH2:8][C:9](=[O:11])[NH:37][CH2:38][c:39]1[n:40]2[c:41]([s:42][cH:43]1)[cH:44][n:45][cH:46]2.